describe an organic reaction: reactants, conditions, products, and yield From a dataset of the Open Reaction Database (ORD), a public repository of structured organic reaction records. Reactants: CC=1C(=CC=C2CCN(CC12)C(C(F)(F)F)=O)NC(C1=CC(=C(C=C1)OC)C(F)(F)F)=O (N-(8-Methyl-2-trifluoroacetyl-1,2,3,4-tetrahydroisoquinolin-7-yl)-4-methoxy-3-trifluoromethylbenzamide), [OH-].[Na+] (sodium hydroxide), Cl (hydrochloric acid). The solvent is CO (methanol). Product: CC=1C(=CC=C2CCNCC12)NC(C1=CC(=C(C=C1)OC)C(F)(F)F)=O (N-(8-methyl-1,2,3,4-tetrahydroisoquinolin-7-yl)-4-methoxy-3-trifluoromethylbenzamide). Isolated yield 67.4%. Reaction SMILES: [CH3:1][C:2]1[C:3]([NH:18][C:19](=[O:32])[C:20]2[CH:25]=[CH:24][C:23]([O:26][CH3:27])=[C:22]([C:28]([F:31])([F:30])[F:29])[CH:21]=2)=[CH:4][CH:5]=[C:6]2[C:11]=1[CH2:10][N:9](C(=O)C(F)(F)F)[CH2:8][CH2:7]2.[OH-].[Na+].Cl>CO>[CH3:1][C:2]1[C:3]([NH:18][C:19](=[O:32])[C:20]2[CH:25]=[CH:24][C:23]([O:26][CH3:27])=[C:22]([C:28]([F:31])([F:29])[F:30])[CH:21]=2)=[CH:4][CH:5]=[C:6]2[C:11]=1[CH2:10][NH:9][CH2:8][CH2:7]2 |f:1.2|. Reported procedure: N-(8-Methyl-2-trifluoroacetyl-1,2,3,4-tetrahydroisoquinolin-7-yl)-4-methoxy-3-trifluoromethylbenzamide (0.15 g) in methanol: 2N sodium hydroxide (15 ml 2:1) was stirred at room temperature for 1 h. 2M hydrochloric acid (4.5 ml) was added and solvent (10 ml) removed at reduced pressure. The residual solvent was extracted with dichloromethane, the organic phase washed with brine, dried MgSO4) and solvent removed at reduced pressure to give N-(8-methyl-1,2,3,4-tetrahydroisoquinolin-7-yl)-4-methoxy-... Starting materials: CI, O=C1CCC(NC(=O)OCc2ccccc2)CC1, CN(C)C=O. The product is CN(C(=O)OCc1ccccc1)C1CCC(=O)CC1. RXN SMILES: [I:19][CH3:20].[O:1]=[C:2]1[CH2:3][CH2:4][CH:5]([NH:8][C:9]([O:10][CH2:11][c:12]2[cH:13][cH:14][cH:15][cH:16][cH:17]2)=[O:18])[CH2:6][CH2:7]1.[O:21]=[CH:22][N:23]([CH3:24])[CH3:25]>>[O:1]=[C:2]1[CH2:3][CH2:4][CH:5]([N:8]([C:9]([O:10][CH2:11][c:12]2[cH:13][cH:14][cH:15][cH:16][cH:17]2)=[O:18])[CH3:20])[CH2:6][CH2:7]1.